describe an organic reaction: reactants, conditions, products, and yield From a dataset of the Open Reaction Database (ORD), a public repository of structured organic reaction records. Starting materials: C, CCOC(=O)C1CCC(c2cc(F)c(F)c(F)c2)=N1, CCO, [Pd]. Product: CCOC(=O)C1CCC(c2cc(F)c(F)c(F)c2)N1. RXN SMILES: [C:23].[CH2:1]([CH3:2])[O:3][C:4](=[O:5])[CH:6]1[N:7]=[C:8]([c:11]2[cH:12][c:13]([F:19])[c:14]([F:18])[c:15]([F:17])[cH:16]2)[CH2:9][CH2:10]1.[CH3:20][CH2:21][OH:22].[Pd:24]>>[CH2:1]([CH3:2])[O:3][C:4](=[O:5])[CH:6]1[NH:7][CH:8]([c:11]2[cH:12][c:13]([F:19])[c:14]([F:18])[c:15]([F:17])[cH:16]2)[CH2:9][CH2:10]1. Starting materials: COCN1N=NC=2N(C1=O)C=NC2C(=O)O (3-(methoxymethyl)-4-oxo-3,4-dihydroimidazo[5,1-d][1,2,3,5]tetrazine-8-carboxylic acid), NC1=C(C=CC=C1)S (2-aminothiophenol), polyphosphate ester. Solvent: C(Cl)(Cl)Cl (chloroform). Run at temperature 70 celsius. The product is S1C(=NC2=C1C=CC=C2)C=2N=CN1C2N=NN(C1=O)COC (8-(Benzo[d]thiazol-2-yl)-3-(methoxymethyl)imidazo[5,1-d][1,2,3,5]tetrazin-4(3H)-one). As a reaction SMILES: [CH3:1][O:2][CH2:3][N:4]1[C:9](=[O:10])[N:8]2[CH:11]=[N:12][C:13]([C:14](O)=O)=[C:7]2[N:6]=[N:5]1.[NH2:17][C:18]1[CH:23]=[CH:22][CH:21]=[CH:20][C:19]=1[SH:24]>C(Cl)(Cl)Cl>[S:24]1[C:19]2[CH:20]=[CH:21][CH:22]=[CH:23][C:18]=2[N:17]=[C:14]1[C:13]1[N:12]=[CH:11][N:8]2[C:9](=[O:10])[N:4]([CH2:3][O:2][CH3:1])[N:5]=[N:6][C:7]=12. Reported procedure: To a mixture of polyphosphate ester (see, e.g., Yalpn et al., Eur. J. Med. Chem., 1992, Vol. 27, pp. 401-406) (1 g) and chloroform (3 mL) was added 3-(methoxymethyl)-4-oxo-3,4-dihydroimidazo[5,1-d][1,2,3,5]tetrazine-8-carboxylic acid (225 mg; 1 mmol) and 2-aminothiophenol (107 μL; 1 mmol). The mixture was carefully heated to 70° C. for 3.5 hours, then cooled and the chloroform removed under reduced pressure. The residue was added to water (100 mL), which was extracted with ethyl acetate (×3). Th... Starting materials: ICCCOC (1-iodo-3-methoxypropane), [OH-].[Na+] (NaOH), BrC=1C=C(C(NC1)=O)O (5-bromo-3-hydroxy-1H-pyridin-2-one). Run in C(C)(=O)O (acetic acid). Conditions: time 15 minute. The product is BrC=1C=C(C(NC1)=O)OCCCOC (5-Bromo-3-(3-methoxy-propoxy)-1H-pyridin-2-one), SiO2. RXN SMILES: [OH-].[Na+].[Br:3][C:4]1[CH:5]=[C:6]([OH:11])[C:7](=[O:10])[NH:8][CH:9]=1.I[CH2:13][CH2:14][CH2:15][O:16][CH3:17]>C(O)(=O)C>[Br:3][C:4]1[CH:5]=[C:6]([O:11][CH2:13][CH2:14][CH2:15][O:16][CH3:17])[C:7](=[O:10])[NH:8][CH:9]=1 |f:0.1|. Procedure: To a 1.4M NaOH solution at 0° C. are added 0.9 mol 5-bromo-3-hydroxy-1H-pyridin-2-one [34206-49-0]. The mixture is allowed to stir for 15 minutes and 0.9 mmol 1-iodo-3-methoxypropane [61542-10-7] are added carefully at 0° C. The mixture is stirred at room temperature for 3 hours, then neutralized with acetic acid to pH 7. The mixture is extracted with chloroform (10×) and the organic layer is dried over sodium sulphate, filtered and concentrated. The title compound is obtained from the residue b... The reactants are O=C(N=C=S)c1ccccc1, Nc1ccc2nc(NC3CCN(Cc4ccccc4)CC3)sc2c1, C1CCOC1. The product is O=C(NC(=S)Nc1ccc2nc(NC3CCN(Cc4ccccc4)CC3)sc2c1)c1ccccc1. Reaction SMILES: [C:25]([c:26]1[cH:27][cH:28][cH:29][cH:30][cH:31]1)(=[O:32])[N:33]=[C:34]=[S:35].[CH2:1]([c:2]1[cH:3][cH:4][cH:5][cH:6][cH:7]1)[N:8]1[CH2:9][CH2:10][CH:11]([NH:14][c:15]2[s:16][c:17]3[c:18]([n:19]2)[cH:20][cH:21][c:22]([NH2:24])[cH:23]3)[CH2:12][CH2:13]1.[CH2:36]1[O:37][CH2:38][CH2:39][CH2:40]1>>[CH2:1]([c:2]1[cH:3][cH:4][cH:5][cH:6][cH:7]1)[N:8]1[CH2:9][CH2:10][CH:11]([NH:14][c:15]2[s:16][c:17]3[c:18]([n:19]2)[cH:20][cH:21][c:22]([NH:24][C:34]([NH:33][C:25]([c:26]2[cH:27][cH:28][cH:29][cH:30][cH:31]2)=[O:32])=[S:35])[cH:23]3)[CH2:12][CH2:13]1. Yields the product N#Cc1ccc(C2(c3nc[nH]n3)CCCC2)cc1. The reactants are CC(C)(C)[O-], [K+], C1CCOC1, N#Cc1ccc(C(CCCCCl)c2nc[nH]n2)cc1. RXN SMILES: [CH3:1][C:2]([CH3:3])([O-:4])[CH3:5].[K+:6].[O:26]1[CH2:27][CH2:28][CH2:29][CH2:30]1.[nH:7]1[n:8][c:9]([CH:12]([CH2:13][CH2:14][CH2:15][CH2:16][Cl:17])[c:18]2[cH:19][cH:20][c:21]([C:22]#[N:23])[cH:24][cH:25]2)[n:10][cH:11]1>>[nH:7]1[n:8][c:9]([C:12]2([c:18]3[cH:19][cH:20][c:21]([C:22]#[N:23])[cH:24][cH:25]3)[CH2:13][CH2:14][CH2:15][CH2:16]2)[n:10][cH:11]1. Reactants: NC1=CC2=C(CCCCC2=O)C=C1 (3-amino-6,7,8,9-tetrahydro-5H-benzo[7]annulene-5-one), C(=O)([O-])[O-].[K+].[K+] (K2CO3), ClC(=O)OCC1=CC=CC=C1 (benzyl chloroformate). Solvent: C(Cl)Cl (CH2Cl2), CO (MeOH). Run at time 16 hour. Yields the product O=C1CCCCC2=C1C=C(C=C2)NC(OCC2=CC=CC=C2)=O (Benzyl 9-oxo-6,7,8,9-tetrahydro-5H-benzo[7]annulene-2-ylcarbamate). RXN SMILES: [NH2:1][C:2]1[CH:13]=[CH:12][C:5]2[CH2:6][CH2:7][CH2:8][CH2:9][C:10](=[O:11])[C:4]=2[CH:3]=1.C([O-])([O-])=O.[K+].[K+].Cl[C:21]([O:23][CH2:24][C:25]1[CH:30]=[CH:29][CH:28]=[CH:27][CH:26]=1)=[O:22]>CO.C(Cl)Cl>[O:11]=[C:10]1[C:4]2[CH:3]=[C:2]([NH:1][C:21](=[O:22])[O:23][CH2:24][C:25]3[CH:30]=[CH:29][CH:28]=[CH:27][CH:26]=3)[CH:13]=[CH:12][C:5]=2[CH2:6][CH2:7][CH2:8][CH2:9]1 |f:1.2.3|. Procedure: A solution of Example 128A (1.63 g, 9.30 mmol) and K2CO3 (2.57 g, 18.60 mmol) in MeOH (10 ml) under nitrogen atmosphere was cooled to 0° C. The mixture was treated with benzyl chloroformate (1.726 ml, 12.09 mmol), raised to room temperature and stirred for 16 hours. The mixture was diluted with CH2Cl2, washed with water, dried and concentrated under reduced pressure. The residue was purified by chromatography on silica gel eluting with 15% EtOAc/hexanes to provide the title product. 1H NMR (CDCl... The reactants are Oc1c(F)cc(F)cc1Br, BrCc1ccccc1, C1CCOC1, [K+], [OH-], O. Yields the product Fc1cc(F)c(OCc2ccccc2)c(Br)c1. RXN SMILES: [Br:1][c:2]1[c:3]([OH:10])[c:4]([F:9])[cH:5][c:6]([F:8])[cH:7]1.[CH2:11]([c:12]1[cH:13][cH:14][cH:15][cH:16][cH:17]1)[Br:18].[CH2:22]1[O:23][CH2:24][CH2:25][CH2:26]1.[K+:20].[OH-:19].[OH2:21]>>[Br:1][c:2]1[c:3]([O:10][CH2:11][c:12]2[cH:13][cH:14][cH:15][cH:16][cH:17]2)[c:4]([F:9])[cH:5][c:6]([F:8])[cH:7]1. Reactants: OC1=C(C=C(C(=O)O)C=C1)C(F)(F)F (4-hydroxy-3-(trifluoromethyl)benzoic acid), C(=O)([O-])[O-].[Cs+].[Cs+] (Cs2CO3), BrCC1CC1 ((bromomethyl)cyclopropane). Solvent: CN(C)C=O (DMF). Run at temperature 80 celsius, time 16 hour. The product is C1(CC1)COC1=C(C=C(C(=O)OCC2CC2)C=C1)C(F)(F)F (Cyclopropylmethyl 4-(Cyclopropylmethoxy)-3-(trifluoromethyl)benzoate). Yield: 87.3%. As a reaction SMILES: [OH:1][C:2]1[CH:10]=[CH:9][C:5]([C:6]([OH:8])=[O:7])=[CH:4][C:3]=1[C:11]([F:14])([F:13])[F:12].C([O-])([O-])=O.[Cs+].[Cs+].Br[CH2:22][CH:23]1[CH2:25][CH2:24]1>CN(C=O)C>[CH:25]1([CH2:24][O:1][C:2]2[CH:10]=[CH:9][C:5]([C:6]([O:8][CH2:22][CH:23]3[CH2:25][CH2:24]3)=[O:7])=[CH:4][C:3]=2[C:11]([F:12])([F:13])[F:14])[CH2:23][CH2:22]1 |f:1.2.3|. Reported procedure: To a solution of 4-hydroxy-3-(trifluoromethyl)benzoic acid (0.483 g, 2.343 mmol) in DMF (10 mL) was added Cs2CO3 (2.29 g, 7.03 mmol), followed by (bromomethyl)cyclopropane (0.568 mL, 5.86 mmol). The reaction was stirred at 80° C. for 16 h. The mixture was filtered. The filtrate was concentrated under vacuum and taken up in EtOAc. The organic solution was washed with water (thrice), dried over MgSO4 and concentrated. The residue was purified by silica gel column chromatography to give the title c...